This data is from the Open Reaction Database (ORD), a public repository of structured organic reaction records. The task is: describe an organic reaction: reactants, conditions, products, and yield Yields the product COC(CC=1C=C2C(N(C=NC2=CC1)CC1=CC=C(C=C1)OC)=O)=O ([3-(4-methoxy-benzyl)-4-oxo-3,4-dihydro-quinazolin-6-yl]-acetic acid methyl ester). Solvent: CO (methanol). RXN SMILES: [OH-].[Na+].[CH2:3]([O:5][C:6](=[O:33])[CH:7]([C:13]1[CH:14]=[C:15]2[C:20](=[CH:21][CH:22]=1)[N:19]=[CH:18][N:17]([CH2:23][C:24]1[CH:29]=[CH:28][C:27]([O:30][CH3:31])=[CH:26][CH:25]=1)[C:16]2=[O:32])C(OCC)=O)C>CO>[CH3:3][O:5][C:6](=[O:33])[CH2:7][C:13]1[CH:14]=[C:15]2[C:20](=[CH:21][CH:22]=1)[N:19]=[CH:18][N:17]([CH2:23][C:24]1[CH:25]=[CH:26][C:27]([O:30][CH3:31])=[CH:28][CH:29]=1)[C:16]2=[O:32] |f:0.1|. Isolated yield 70.6%. Reactants: [OH-].[Na+] (Sodium hydroxide), C(C)OC(C(C(=O)OCC)C=1C=C2C(N(C=NC2=CC1)CC1=CC=C(C=C1)OC)=O)=O (2-[3-(4-methoxy-benzyl)-4-oxo-3,4-dihydro-quinazolin-6-yl]-malonic acid diethyl ester). Procedure: Sodium hydroxide [2N] (0.59 mL) was added to a solution of 2-[3-(4-methoxy-benzyl)-4-oxo-3,4-dihydro-quinazolin-6-yl]-malonic acid diethyl ester (0.250 g, 0.590 mmol) in methanol (5 mL) and stirred at room temperature for several hours. The crude reaction was then evaporated in vacuo, 1N HCl was added and the product was extracted with ethyl acetate to give 0.141 g of [3-(4-methoxy-benzyl)-4-oxo-3,4-dihydro-quinazolin-6-yl]-acetic acid methyl ester. This was dissolved in a mixture of toluene/met... Procedure details: Tetrabutylammonium 2-(1-cyano-4-isopropyl-4-methyl-5-oxo-2-imidazolin-2-yl)nicotinate (0.36 g, 0.00068 mol) is placed into a mixture of cyclohexane and ethyl acetate for 3 months. The mixture is filtered to yield the title compound as a tan solid (0.09 g, 42%), mp 150°-153° C., identified by IR and NMR spectral analyses. The yield is 46.2%. The solvent is C(C)(=O)OCC (ethyl acetate). As a reaction SMILES: [C:1]([N:3]1[C:7](=[O:8])[C:6]([CH:10]([CH3:12])[CH3:11])([CH3:9])[N:5]=[C:4]1[C:13]1[N:21]=[CH:20][CH:19]=[CH:18][C:14]=1[C:15]([O-:17])=[O:16])#[N:2].C([N+](CCCC)(CCCC)CCCC)CCC.C1CCCCC1>C(OCC)(=O)C>[C:1]([N:3]1[C:7](=[O:8])[C:6]([CH:10]([CH3:12])[CH3:11])([CH3:9])[N:5]=[C:4]1[C:13]1[N:21]=[CH:20][CH:19]=[CH:18][C:14]=1[C:15]([OH:17])=[O:16])#[N:2] |f:0.1|. Yields the product C(#N)N1C(=NC(C1=O)(C)C(C)C)C1=C(C(=O)O)C=CC=N1 (2-(1-cyano-4-isopropyl-4-methyl-5-oxo-2-imidazolin-2-yl)nicotinic acid). The reactants are C(#N)N1C(=NC(C1=O)(C)C(C)C)C1=C(C(=O)[O-])C=CC=N1.C(CCC)[N+](CCCC)(CCCC)CCCC (Tetrabutylammonium 2-(1-cyano-4-isopropyl-4-methyl-5-oxo-2-imidazolin-2-yl)nicotinate), C1CCCCC1 (cyclohexane). Run at time 1.5 hour. RXN SMILES: [CH2:1]=[C:2]1[O:6][C:4](=[O:5])[CH2:3]1.[CH2:7]([N:14]([CH2:16][C:17]([CH3:21])([CH3:20])[CH2:18][OH:19])[CH3:15])[C:8]1[CH:13]=[CH:12][CH:11]=[CH:10][CH:9]=1>C1C=CC=CC=1>[C:4]([O:19][CH2:18][C:17]([CH3:21])([CH3:20])[CH2:16][N:14]([CH2:7][C:8]1[CH:13]=[CH:12][CH:11]=[CH:10][CH:9]=1)[CH3:15])(=[O:5])[CH2:3][C:2]([CH3:1])=[O:6]. The product is C(CC(=O)C)(=O)OCC(CN(C)CC1=CC=CC=C1)(C)C (3-(N-benzyl-N-methylamino)-2,2-dimethylpropyl acetoacetate). Run in C1=CC=CC=C1 (benzene). Reported procedure: One gram of diketen was added dropwise to a stirred solution of 3-(N-benzyl-N-methylamino)-2,2-dimethyl propanol in 1 ml of benzene at 70° C. Sturing was continued for 1.5 hours at 70° C. after the addition. The solvent was distilled off to leave an oily residue. The residue was chromatographed over silica gel to afford 2.8 g of desired 3-(N-benzyl-N-methylamino)-2,2-dimethylpropyl acetoacetate (oily substance). Starting materials: C=C1CC(=O)O1 (diketen), C(C1=CC=CC=C1)N(C)CC(CO)(C)C (3-(N-benzyl-N-methylamino)-2,2-dimethyl propanol). The reactants are acid anhydride, acid chloride, COC=O (formic acid methyl ester), C(C)(=O)OC(C)=O (acetic anhydride), N1CCCCC1 (piperidine), N1CCCCC1 (piperidine), N1CCCC1 (pyrrolidine), ester. Yields the product C(=O)N1CCCCC1 (1-formylpiperidine), C(C)(=O)N1CCCCC1 (1-acetylpiperidine). RXN SMILES: [NH:1]1[CH2:6][CH2:5][CH2:4][CH2:3][CH2:2]1.N1CCCC1.[CH3:12][O:13]C=O.[C:16](OC(=O)C)(=[O:18])[CH3:17]>>[CH:12]([N:1]1[CH2:6][CH2:5][CH2:4][CH2:3][CH2:2]1)=[O:13].[C:16]([N:1]1[CH2:6][CH2:5][CH2:4][CH2:3][CH2:2]1)(=[O:18])[CH3:17]. Procedure details: As starting compound in the process of the invention there is used as 1-acyl-2-alkoxypiperidine or pyrrolidine of the formula II, which is preferably obtained by electrochemical alkoxylation of 1-acyl-piperidine or pyrrolidine. The latter compounds can be obtained, for example, by reacting piperidine or pyrrolidine with an acylating agent, for example an acid chloride, an acid anhydride or an ester; there are mentioned, for example, the reactions of piperidine with a formic acid methyl ester (K.... The reactants are CC(C)N1CCC(N)CC1, Cl, CN(C)C=O, O, O=C(O)c1n[nH]c2ccccc12. Yields the product CC(C)N1CCC(NC(=O)c2n[nH]c3ccccc23)CC1. As a reaction SMILES: [CH:14]([CH3:15])([CH3:16])[N:17]1[CH2:18][CH2:19][CH:20]([NH2:23])[CH2:21][CH2:22]1.[ClH:13].[O:25]=[CH:26][N:27]([CH3:28])[CH3:29].[OH2:24].[nH:1]1[n:2][c:3]([C:10](=[O:11])[OH:12])[c:4]2[cH:5][cH:6][cH:7][cH:8][c:9]12>>[nH:1]1[n:2][c:3]([C:10](=[O:12])[NH:23][CH:20]2[CH2:19][CH2:18][N:17]([CH:14]([CH3:15])[CH3:16])[CH2:22][CH2:21]2)[c:4]2[cH:5][cH:6][cH:7][cH:8][c:9]12. The reactants are CC(C)(C)Cc1cn(C(c2ccccc2)(c2ccccc2)c2ccccc2)c(CC(O)(c2ccc(-n3nccn3)cc2)C(F)(F)F)n1, CO, Cl. The product is CC(C)(C)Cc1c[nH]c(CC(O)(c2ccc(-n3nccn3)cc2)C(F)(F)F)n1. RXN SMILES: [CH3:2][C:3]([CH2:4][c:5]1[n:6][c:7]([CH2:29][C:30]([C:31]([F:32])([F:33])[F:34])([OH:35])[c:36]2[cH:37][cH:38][c:39](-[n:42]3[n:43][cH:44][cH:45][n:46]3)[cH:40][cH:41]2)[n:8]([C:10]([c:11]2[cH:12][cH:13][cH:14][cH:15][cH:16]2)([c:17]2[cH:18][cH:19][cH:20][cH:21][cH:22]2)[c:23]2[cH:24][cH:25][cH:26][cH:27][cH:28]2)[cH:9]1)([CH3:47])[CH3:48].[CH3:49][OH:50].[ClH:1]>>[CH3:2][C:3]([CH2:4][c:5]1[n:6][c:7]([CH2:29][C:30]([C:31]([F:32])([F:33])[F:34])([OH:35])[c:36]2[cH:37][cH:38][c:39](-[n:42]3[n:43][cH:44][cH:45][n:46]3)[cH:40][cH:41]2)[nH:8][cH:9]1)([CH3:47])[CH3:48]. The reactants are CCOC(C)=O, CCN(C(C)C)C(C)C, Fc1cccc(F)n1, CCCCC(NC(=O)OC(C)(C)C)C(O)CN, CCCCC(NC(=O)OC(C)(C)C)C(O)CN, C1COCCO1. Reaction SMILES: [CH3:58][CH2:59][O:60][C:61](=[O:62])[CH3:63].[CH:35]([N:36]([CH2:37][CH3:38])[CH:39]([CH3:40])[CH3:41])([CH3:42])[CH3:43].[F:44][c:45]1[n:46][c:47]([F:51])[cH:48][cH:49][cH:50]1.[NH2:18][CH2:19][CH:20]([CH:21]([NH:22][C:23](=[O:24])[O:25][C:26]([CH3:27])([CH3:28])[CH3:29])[CH2:30][CH2:31][CH2:32][CH3:33])[OH:34].[NH2:1][CH2:2][CH:3]([OH:4])[CH:5]([CH2:6][CH2:7][CH2:8][CH3:9])[NH:10][C:11]([O:12][C:13]([CH3:14])([CH3:15])[CH3:16])=[O:17].[O:52]1[CH2:53][CH2:54][O:55][CH2:56][CH2:57]1>>[NH:1]([CH2:2][CH:3]([OH:4])[CH:5]([CH2:6][CH2:7][CH2:8][CH3:9])[NH:10][C:11]([O:12][C:13]([CH3:14])([CH3:15])[CH3:16])=[O:17])[c:47]1[n:46][c:45]([F:44])[cH:50][cH:49][cH:48]1. The product is CCCCC(NC(=O)OC(C)(C)C)C(O)CNc1cccc(F)n1. Reactants: OC1=CC(OC(=C1)C)=O (4-hydroxy-6-methyl-2H-pyran-2-one), ClC1=C(N)C=CC=C1 (2-chloroaniline). Run in ClC1=C(C=CC=C1)Cl (1,2-dichlorobenzene). Conditions: temperature 165 celsius, time 30 minute. Yields the product ClC1=C(C=CC=C1)N1C(C=C(C=C1C)O)=O (1-(2-chlorophenyl)-4-hydroxy-6-methylpyridin-2(1H)-one). The yield is 27.8%. Reaction SMILES: [OH:1][C:2]1[CH:7]=[C:6]([CH3:8])O[C:4](=[O:9])[CH:3]=1.[Cl:10][C:11]1[CH:17]=[CH:16][CH:15]=[CH:14][C:12]=1[NH2:13]>ClC1C=CC=CC=1Cl>[Cl:10][C:11]1[CH:17]=[CH:16][CH:15]=[CH:14][C:12]=1[N:13]1[C:6]([CH3:8])=[CH:7][C:2]([OH:1])=[CH:3][C:4]1=[O:9]. Procedure details: To a mixture of 4-hydroxy-6-methyl-2H-pyran-2-one (10.0 g) and 1,2-dichlorobenzene (9.91 mL) was added 2-chloroaniline (10.1 g) over 10 min at 165° C., and the reaction mixture was stirred at 165° C. for 30 min, and cooled to room temperature. The resulting solid was collected by filtration, and washed with dichloromethane to give the title compound (5.19 g). Reactants: Cl.C(C)(=O)C1(CCNCC1)C1=CC=CC=C1 (4-Acetyl-4-phenylpiperidine hydrochloride), C([O-])([O-])=O.[K+].[K+] (potassium carbonate). The solvent is O (water). Yields the product C(C)(=O)C1(CCNCC1)C1=CC=CC=C1 (4-acetyl-4-phenylpiperidine). Reaction SMILES: Cl.[C:2]([C:5]1([C:11]2[CH:16]=[CH:15][CH:14]=[CH:13][CH:12]=2)[CH2:10][CH2:9][NH:8][CH2:7][CH2:6]1)(=[O:4])[CH3:3].C(=O)([O-])[O-].[K+].[K+]>O>[C:2]([C:5]1([C:11]2[CH:16]=[CH:15][CH:14]=[CH:13][CH:12]=2)[CH2:6][CH2:7][NH:8][CH2:9][CH2:10]1)(=[O:4])[CH3:3] |f:0.1,2.3.4|. Procedure: 4-Acetyl-4-phenylpiperidine hydrochloride was dissolved in water, the solution was made basic by addition of potassium carbonate, and the mixture was extracted with ethyl acetate. The extracts were dried (Na2SO4) and concentrated to give 4-acetyl-4-phenylpiperidine. To a solution of this compound (2.2 g) in dichloromethane (50 ml) was added di-t butyl dicarbonate (2.8 g). After 15 minutes the solution was washed with water, dried, concentrated and the residue crystallised from petroleum ether to... Reactants: CCC(=O)N(CC1CCCN(C(=O)OC(C)(C)C)C1)c1ccccc1, COc1ccc(C=O)cc1, ClCCl, O=C(O)C(F)(F)F. The product is CCC(=O)N(CC1CCCN(Cc2ccc(OC)cc2)C1)c1ccccc1. RXN SMILES: [C:8]([O:9][C:10]([CH3:11])([CH3:12])[CH3:13])(=[O:14])[N:15]1[CH2:16][CH:17]([CH2:21][N:22]([C:23]([CH2:24][CH3:25])=[O:26])[c:27]2[cH:28][cH:29][cH:30][cH:31][cH:32]2)[CH2:18][CH2:19][CH2:20]1.[CH:33]([c:34]1[cH:35][cH:36][c:37]([O:40][CH3:41])[cH:38][cH:39]1)=[O:42].[Cl:43][CH2:44][Cl:45].[OH:1][C:2]([C:3]([F:4])([F:5])[F:6])=[O:7]>>[CH2:8]([N:15]1[CH2:16][CH:17]([CH2:21][N:22]([C:23]([CH2:24][CH3:25])=[O:26])[c:27]2[cH:28][cH:29][cH:30][cH:31][cH:32]2)[CH2:18][CH2:19][CH2:20]1)[c:34]1[cH:35][cH:36][c:37]([O:40][CH3:41])[cH:38][cH:39]1.